From a dataset of the Open Reaction Database (ORD), a public repository of structured organic reaction records. describe an organic reaction: reactants, conditions, products, and yield Starting materials: O=C(n1ccnc1)n1ccnc1, Cc1ccc(-n2nc(C(C)(C)C)cc2N)cc1, ClCCl, Nc1nccc(COc2ccc(N)c3ccccc23)n1. Product: Cc1ccc(-n2nc(C(C)(C)C)cc2NC(=O)Nc2ccc(OCc3ccnc(N)n3)c3ccccc23)cc1. Reaction SMILES: [C:18](=[O:19])([n:20]1[cH:21][cH:22][n:23][cH:24]1)[n:25]1[cH:26][cH:27][n:28][cH:29]1.[C:1]([CH3:2])([CH3:3])([CH3:4])[c:5]1[n:6][n:7](-[c:11]2[cH:12][cH:13][c:14]([CH3:17])[cH:15][cH:16]2)[c:8]([NH2:10])[cH:9]1.[Cl:50][CH2:51][Cl:52].[NH2:30][c:31]1[cH:32][cH:33][c:34]([O:41][CH2:42][c:43]2[n:44][c:45]([NH2:49])[n:46][cH:47][cH:48]2)[c:35]2[cH:36][cH:37][cH:38][cH:39][c:40]12>>[C:1]([CH3:2])([CH3:3])([CH3:4])[c:5]1[n:6][n:7](-[c:11]2[cH:12][cH:13][c:14]([CH3:17])[cH:15][cH:16]2)[c:8]([NH:10][C:18](=[O:19])[NH:30][c:31]2[cH:32][cH:33][c:34]([O:41][CH2:42][c:43]3[n:44][c:45]([NH2:49])[n:46][cH:47][cH:48]3)[c:35]3[cH:36][cH:37][cH:38][cH:39][c:40]23)[cH:9]1. Reactants: B(Br)(Br)Br (BBr3), C(Cl)(Cl)Cl.O (chloroform water), C(C)(C)N(C(=O)C=1C(=CC=CC1)C1=C(C(=C(C=C1)OC)OC)OC)C(C)C (N,N-Diisopropyl-2',3',4'-trimethoxy-2-biphenylcarboxamide), CO (methanol). Solvent: C(Cl)Cl (methylene chloride), C(C)(=O)O (acetic acid). Reaction conditions: temperature -78 celsius. Product: OC=1C=CC2=C(OC(C3=C2C=CC=C3)=O)C1O (3,4-Dihydroxy-6-H-dibenzo(b,d)pyran-6-one). Yield: 76.6%. As a reaction SMILES: C(N(C(C)C)[C:5]([C:7]1[C:8]([C:13]2[CH:18]=[CH:17][C:16]([O:19]C)=[C:15]([O:21]C)[C:14]=2[O:23]C)=[CH:9][CH:10]=[CH:11][CH:12]=1)=[O:6])(C)C.B(Br)(Br)Br.CO.C(Cl)(Cl)Cl.O>C(Cl)Cl.C(O)(=O)C>[OH:19][C:16]1[CH:17]=[CH:18][C:13]2[C:8]3[CH:9]=[CH:10][CH:11]=[CH:12][C:7]=3[C:5](=[O:6])[O:23][C:14]=2[C:15]=1[OH:21] |f:3.4|. Procedure details: N,N-Diisopropyl-2',3',4'-trimethoxy-2-biphenylcarboxamide (0.94 mmol) was dissolved in dry methylene chloride (40 ml). The solution was cooled down to -78° C., BBr3 (5.6 mmol) was added slowly. Reaction was allowed to warm to room temperature over a period of 22 hours. The mixture was again cooled down to -78° C. and methanol (3 ml) was added. The reaction was warmed to room temperature over a period of 2 hours. All solvent was evaporated. The solid was extracted with chloroform. Removal of solv... Starting materials: OC1=CC=C(C=C1)C=CC(C)=O (4-(4-hydroxyphenyl)-3-buten-2-one), C=O (paraformaldehyde), N1CCOCC1 (morpholine), Cl (HCl), resultant mixture. Run in C(C)O (ethanol), CC(=O)C (acetone). Yields the product Cl.OC1=CC=C(C=C1)\C=C\C(CCN1CCOCC1)=O ((E)-1-(4-hydroxyphenyl)-5-(4-morpholinyl)-1-penten-3-one hydrochloride). As a reaction SMILES: [OH:1][C:2]1[CH:7]=[CH:6][C:5]([CH:8]=[CH:9][C:10](=[O:12])[CH3:11])=[CH:4][CH:3]=1.[CH2:13]=O.[NH:15]1[CH2:20][CH2:19][O:18][CH2:17][CH2:16]1.[ClH:21]>CC(C)=O.C(O)C>[ClH:21].[OH:1][C:2]1[CH:3]=[CH:4][C:5](/[CH:8]=[CH:9]/[C:10](=[O:12])[CH2:11][CH2:13][N:15]2[CH2:20][CH2:19][O:18][CH2:17][CH2:16]2)=[CH:6][CH:7]=1 |f:6.7|. Reported procedure: 4.86 g (0.03 mole) of 4-(4-hydroxyphenyl)-3-buten-2-one, 1.2 g (0.04 mole) of paraformaldehyde and 2.6 g (0.03 mole) of morpholine is added to 60 ml of ethanol and 6 ml of concentrated HCl is added thereto. The mixture is heated at reflux temperature for 18 hours and then cooled to room temperature. The resultant mixture is diluted with acetone to a volume of 250 ml and subsequently chilled overnight. The insoluble material is filtered and recrystallized from a mixture of ethyl and methyl alcoho... The reactants are CCN(C(C)C)C(C)C, COC(=O)Cl, ClCCl, CSc1nc(-c2cccc(N)c2)c2c(N)c(C(=O)NC(C)(C)C)sc2n1. The product is COC(=O)Nc1cccc(-c2nc(SC)nc3sc(C(=O)NC(C)(C)C)c(N)c23)c1. As a reaction SMILES: [CH:32]([N:33]([CH2:34][CH3:35])[CH:36]([CH3:37])[CH3:38])([CH3:39])[CH3:40].[Cl:27][C:28](=[O:29])[O:30][CH3:31].[Cl:41][CH2:42][Cl:43].[NH2:1][c:2]1[c:3]([C:20](=[O:21])[NH:22][C:23]([CH3:24])([CH3:25])[CH3:26])[s:4][c:5]2[n:6][c:7]([S:18][CH3:19])[n:8][c:9](-[c:11]3[cH:12][c:13]([NH2:17])[cH:14][cH:15][cH:16]3)[c:10]12>>[NH2:1][c:2]1[c:3]([C:20](=[O:21])[NH:22][C:23]([CH3:24])([CH3:25])[CH3:26])[s:4][c:5]2[n:6][c:7]([S:18][CH3:19])[n:8][c:9](-[c:11]3[cH:12][c:13]([NH:17][C:28](=[O:29])[O:30][CH3:31])[cH:14][cH:15][cH:16]3)[c:10]12. The reactants are C[C@H]1[C@H]2[C@@H]3CC[C@@H]([C@@]3(C)CC[C@@H]2[C@]2(CC[C@@H](C=C2C1)O)CO)O (7α-Methyl-4-androstene-3β,17β,19-triol). Reagents/catalysts: [O-2].[O-2].[Mn+4] (manganese dioxide). The solvent is C(Cl)(Cl)Cl (chloroform). Run at temperature 15 celsius, time 1 hour. The product is O[C@@H]1[C@]2(C)[C@@H](CC1)[C@@H]1[C@@H](CC3=CC(CC[C@]3(CO)[C@H]1CC2)=O)C (17β,19-dihydroxy-7α-methyl-4-androsten-3-one). RXN SMILES: [CH3:1][C@@H:2]1[CH2:19][C:18]2[C@:13]([CH2:21][OH:22])([CH2:14][CH2:15][C@H:16]([OH:20])[CH:17]=2)[C@@H:12]2[C@@H:3]1[C@H:4]1[C@@:8]([CH2:10][CH2:11]2)([CH3:9])[C@@H:7]([OH:23])[CH2:6][CH2:5]1>C(Cl)(Cl)Cl.[O-2].[O-2].[Mn+4]>[OH:23][C@H:7]1[CH2:6][CH2:5][C@H:4]2[C@H:3]3[C@H:12]([CH2:11][CH2:10][C@:8]12[CH3:9])[C@:13]1([CH2:21][OH:22])[C:18](=[CH:17][C:16](=[O:20])[CH2:15][CH2:14]1)[CH2:19][C@H:2]3[CH3:1] |f:2.3.4|. Procedure details: 7α-Methyl-4-androstene-3β,17β,19-triol is dissolved in hot chloroform and cooled to 15° C. Activated manganese dioxide is added at a rate such that the temperature does not rise above 25° C. Stirring is continued at room temperature for about 1 hour, the manganese dioxide is removed by filtration through a bed of diatomaceous earth and the chloroform distilled under vacuum. The residue which remains is crystallized from acetonitrile to yield 17β,19-dihydroxy-7α-methyl-4-androsten-3-one. The reactants are C(C)OC(CC=1SC=CC1)=O (thiophen-2-yl acetic acid ethyl ester), ClCCCCCl (1,4-dichlorobutane). The product is C(C)OC(=O)C1(CCCC1)C=1SC=CC1 (1-thiophen-2-ylcyclopentane carboxylic acid ethyl ester). RXN SMILES: [CH2:1]([O:3][C:4](=[O:11])[CH2:5][C:6]1[S:7][CH:8]=[CH:9][CH:10]=1)[CH3:2].Cl[CH2:13][CH2:14][CH2:15][CH2:16]Cl>>[CH2:1]([O:3][C:4]([C:5]1([C:6]2[S:7][CH:8]=[CH:9][CH:10]=2)[CH2:16][CH2:15][CH2:14][CH2:13]1)=[O:11])[CH3:2]. Procedure details: Thiophen-2-yl acetic acid ethyl ester (1) was dialkylated as described in Example 1, Step 1, using 1,4-dichlorobutane to obtain the title compound (31).